The task is: describe an organic reaction: reactants, conditions, products, and yield. This data is from the Open Reaction Database (ORD), a public repository of structured organic reaction records. Starting materials: CNC1CCC2(C3CCC45C(C3CC=C2C1)CCC5C(N(C4)C)C)C (Methyl-(2,3,11a-trimethyl-2,3,3a,4,5,5a,5b,6,8,9,10,11,11a,11b,12,13-hexadecahydro-1H-2-aza-pentaleno[1,6a-a]phenanthren-9-yl)amine), BrC1=CC=C(C#N)C=C1 (4-bromobenzonitrile), tris(dibenzylideneacetone)dipallidium, C1(=CC=CC=C1)P(C1=C(C2=CC=CC=C2C=C1)C1=C(C=CC2=CC=CC=C12)P(C1=CC=CC=C1)C1=CC=CC=C1)C1=CC=CC=C1 (racemic-2,2′- bis(diphenylphosphino)-1,1′-binaphthyl), C([O-])([O-])=O.[Cs+].[Cs+] (cesium carbonate). The solvent is C1(=CC=CC=C1)C (toluene). Conditions: temperature 100 celsius. The product is CN(C1=CC=C(C#N)C=C1)C1CCC2(C3CCC45C(C3CC=C2C1)CCC5C(N(C4)C)C)C (4-[Methyl-(2,3,11a-trimethyl-2,3,3a,4,5,5a,5b,6,8,9,10,11,11a,11b,12,13-hexadecahydro-1H-2-aza-pentaleno[1,6a-a]phenanthren-9-yl)-amino]-benzonitrile). Isolated yield 46.6%. As a reaction SMILES: [CH3:1][NH:2][CH:3]1[CH2:16][C:15]2[C:6]([CH3:25])([CH:7]3[CH:12]([CH2:13][CH:14]=2)[CH:11]2[CH2:17][CH2:18][CH:19]4[CH:20]([CH3:24])[N:21]([CH3:23])[CH2:22][C:10]24[CH2:9][CH2:8]3)[CH2:5][CH2:4]1.Br[C:27]1[CH:34]=[CH:33][C:30]([C:31]#[N:32])=[CH:29][CH:28]=1.C1(P(C2C=CC=CC=2)C2C=CC3C(=CC=CC=3)C=2C2C3C(=CC=CC=3)C=CC=2P(C2C=CC=CC=2)C2C=CC=CC=2)C=CC=CC=1.C(=O)([O-])[O-].[Cs+].[Cs+]>C1(C)C=CC=CC=1>[CH3:1][N:2]([CH:3]1[CH2:16][C:15]2[C:6]([CH3:25])([CH:7]3[CH:12]([CH2:13][CH:14]=2)[CH:11]2[CH2:17][CH2:18][CH:19]4[CH:20]([CH3:24])[N:21]([CH3:23])[CH2:22][C:10]24[CH2:9][CH2:8]3)[CH2:5][CH2:4]1)[C:27]1[CH:34]=[CH:33][C:30]([C:31]#[N:32])=[CH:29][CH:28]=1 |f:3.4.5|. Procedure details: Compound 7B (20 mg, 0.058 mmol), 4-bromobenzonitrile (16 mg, 0.088 mmol), tris(dibenzylideneacetone)dipallidium (2.1 mg, 0.0023 mmol), racemic-2,2′- bis(diphenylphosphino)-1,1′-binaphthyl (BINAP) (2.2 mg, 0.0035 mmol), cesium carbonate (29 mg, 0.088 mmol) and toluene (1 mL) were mixed and heated at 100° C. overnight. The reaction mixture was cooled, quenched with water, and extracted with dichloromethane 3×. Combined organic layer was dried over sodium sulfate, filtered and concentrated to give ... Starting materials: [BH4-].[Na+] (sodium borohydride), ClC=1C=C(C=C(C1)Cl)SC1=C(C(=NN1C(C)C)C)C(=O)C1=CC=CC=C1 ([5-(3,5-dichlorophenylthio)-1-isopropyl-3-methyl-1H-pyrazol-4-yl]-phenyl-methanone), O (water). The solvent is CO (methanol). Conditions: time 8 hour. Product: ClC=1C=C(C=C(C1)Cl)SC1=C(C(=NN1C(C)C)C)C(O)C1=CC=CC=C1 ([5-(3,5-dichlorophenylthio)-1-isopropyl-3-methyl-1H-pyrazol-4-yl]-phenyl-methanol). Isolated yield 93.3%. As a reaction SMILES: [Cl:1][C:2]1[CH:3]=[C:4]([S:9][C:10]2[N:14]([CH:15]([CH3:17])[CH3:16])[N:13]=[C:12]([CH3:18])[C:11]=2[C:19]([C:21]2[CH:26]=[CH:25][CH:24]=[CH:23][CH:22]=2)=[O:20])[CH:5]=[C:6]([Cl:8])[CH:7]=1.[BH4-].[Na+].O>CO>[Cl:8][C:6]1[CH:5]=[C:4]([S:9][C:10]2[N:14]([CH:15]([CH3:17])[CH3:16])[N:13]=[C:12]([CH3:18])[C:11]=2[CH:19]([C:21]2[CH:26]=[CH:25][CH:24]=[CH:23][CH:22]=2)[OH:20])[CH:3]=[C:2]([Cl:1])[CH:7]=1 |f:1.2|. Procedure details: A solution containing 32 mg of [5-(3,5-dichlorophenylthio)-1-isopropyl-3-methyl-1H-pyrazol-4-yl]-phenyl-methanone in 2 ml of methanol was treated with 6 mg of sodium borohydride at rt under nitrogen. The mixture was then stirred at rt overnight. To the mixture was added 2 ml of water and then extracted with diethyl ether three times. Combined extracts were washed with brine then dried over anhydrous magnesium sulphate, filtered and evaporated to give 30 mg of [5-(3,5-dichlorophenylthio)-1-isopro... Starting materials: FC(C=1NC(=C(C(C1C#N)C=1C=C2C(=NNC2=CC1F)C)C#N)C(F)F)F (2,6-Bis(difluoromethyl)-4-(6-fluoro-3-methyl-1H-indazol-5-yl)-1,4-dihydropyridine-3,5-dicarbonitrile), C(O)([O-])=O.OCC[N+](C)(C)C (2-hydroxy-N,N,N-trimethylethanaminium hydrogencarbonate). Run in C(C)O (ethanol). Yields the product C(#N)C1=C([N-]C(=C(C1C=1C=C2C(=NNC2=CC1F)C)C#N)C(F)F)C(F)F.OCC[N+](C)(C)C (2-Hydroxy-N,N,N-trimethylethanaminium 3,5-dicyano-2,6-bis(difluoromethyl)-4-(6-fluoro-3-methyl-1H-indazol-5-yl)-4H-pyridin-1-ide). As a reaction SMILES: [F:1][CH:2]([F:27])[C:3]1[NH:4][C:5]([CH:24]([F:26])[F:25])=[C:6]([C:22]#[N:23])[CH:7]([C:11]2[CH:12]=[C:13]3[C:17](=[CH:18][C:19]=2[F:20])[NH:16][N:15]=[C:14]3[CH3:21])[C:8]=1[C:9]#[N:10].C(=O)([O-])O.[OH:32][CH2:33][CH2:34][N+:35]([CH3:38])([CH3:37])[CH3:36]>C(O)C>[C:9]([C:8]1[CH:7]([C:11]2[CH:12]=[C:13]3[C:17](=[CH:18][C:19]=2[F:20])[NH:16][N:15]=[C:14]3[CH3:21])[C:6]([C:22]#[N:23])=[C:5]([CH:24]([F:25])[F:26])[N-:4][C:3]=1[CH:2]([F:1])[F:27])#[N:10].[OH:32][CH2:33][CH2:34][N+:35]([CH3:38])([CH3:37])[CH3:36] |f:1.2,4.5|. Procedure details: To a suspension of 100 mg (0.26 mmol) 2,6-bis(difluoromethyl)-4-(6-fluoro-3-methyl-1H-indazol-5-yl)-1,4-dihydropyridine-3,5-dicarbonitrile (Example 14) in ethanol (1.52 ml) under argon atmosphere was added 47 μl (0.26 mmol) 2-hydroxy-N,N,N-trimethylethanaminium hydrogencarbonate solution (choline bicarbonate, 80% in water), and the mixture was stirred at reflux temperature for 1 h. Starting materials: CC1=C(SC2=C1C=CC(=C2)C(F)(F)F)CO (3-methyl-6-(trifluoromethyl)benzothiophen-2-ylmethanol), C(C1=CC=CC=C1)OC1=C(C=C(C=C1)C(CC(=O)OCC)=O)C (Ethyl 3-(4-benzyloxy-3-methylphenyl)-3-oxopropionate), Example 1 ( 1 ). Yields the product OC1=C(C=C(C=C1)C(CCC=1SC2=C(C1C)C=CC(=C2)C(F)(F)F)=O)C (1-(4-Hydroxy-3-methylphenyl)-3-[3-methyl-6-(trifluoromethyl)benzothiophen-2-yl)propan-1-one). RXN SMILES: [CH3:1][C:2]1[C:6]2[CH:7]=[CH:8][C:9]([C:11]([F:14])([F:13])[F:12])=[CH:10][C:5]=2[S:4][C:3]=1[CH2:15]O.C([O:24][C:25]1[CH:30]=[CH:29][C:28]([C:31](=[O:38])[CH2:32]C(OCC)=O)=[CH:27][C:26]=1[CH3:39])C1C=CC=CC=1>>[OH:24][C:25]1[CH:30]=[CH:29][C:28]([C:31](=[O:38])[CH2:32][CH2:15][C:3]2[S:4][C:5]3[CH:10]=[C:9]([C:11]([F:12])([F:13])[F:14])[CH:8]=[CH:7][C:6]=3[C:2]=2[CH3:1])=[CH:27][C:26]=1[CH3:39]. Procedure: The titled compound was prepared from the above-mentioned 3-methyl-6-(trifluoromethyl)benzothiophen-2-ylmethanol [WO 2005077926] (906 mg, 3.68 mmol) and Ethyl 3-(4-benzyloxy-3-methylphenyl)-3-oxopropionate (1.14 g, 3.65 mmol) in a procedure similar to that of Example 1 (1) as a brown powder (680 mg, yield 49%).